The task is: describe an organic reaction: reactants, conditions, products, and yield. This data is from the Open Reaction Database (ORD), a public repository of structured organic reaction records. Reactants: N(=[N+]=[N-])C(C)C=1C=CC2=C(N=C(S2)C)C1Br (5-(1-azidoethyl)-4-bromo-2-methyl-1,3-benzothiazole), FC=1C=C(C=CC1)B(O)O ((3-fluorophenyl)boronic acid), solution, C([O-])([O-])=O.[Na+].[Na+] (sodium carbonate), O (water). Reagents/catalysts: C=1C=CC(=CC1)[P](C=2C=CC=CC2)(C=3C=CC=CC3)[Pd]([P](C=4C=CC=CC4)(C=5C=CC=CC5)C=6C=CC=CC6)([P](C=7C=CC=CC7)(C=8C=CC=CC8)C=9C=CC=CC9)[P](C=1C=CC=CC1)(C=1C=CC=CC1)C=1C=CC=CC1 (tetrakis(triphenylphosphine)palladium(0)). Run in C(C)(=O)OCC (ethyl acetate), O1CCOCC1 (1,4-dioxane). Run at temperature 100 celsius. Yields the product N(=[N+]=[N-])C(C)C=1C=CC2=C(N=C(S2)C)C1C1=CC(=CC=C1)F (5-(1-azidoethyl)-4-(3-fluorophenyl)-2-methyl-1,3-benzothiazole). Yield: 83.8%. RXN SMILES: [N:1]([CH:4]([C:6]1[CH:7]=[CH:8][C:9]2[S:13][C:12]([CH3:14])=[N:11][C:10]=2[C:15]=1Br)[CH3:5])=[N+:2]=[N-:3].[F:17][C:18]1[CH:19]=[C:20](B(O)O)[CH:21]=[CH:22][CH:23]=1.C(=O)([O-])[O-].[Na+].[Na+].O>O1CCOCC1.C(OCC)(=O)C.C1C=CC([P]([Pd]([P](C2C=CC=CC=2)(C2C=CC=CC=2)C2C=CC=CC=2)([P](C2C=CC=CC=2)(C2C=CC=CC=2)C2C=CC=CC=2)[P](C2C=CC=CC=2)(C2C=CC=CC=2)C2C=CC=CC=2)(C2C=CC=CC=2)C2C=CC=CC=2)=CC=1>[N:1]([CH:4]([C:6]1[CH:7]=[CH:8][C:9]2[S:13][C:12]([CH3:14])=[N:11][C:10]=2[C:15]=1[C:22]1[CH:21]=[CH:20][CH:19]=[C:18]([F:17])[CH:23]=1)[CH3:5])=[N+:2]=[N-:3] |f:2.3.4,^1:49,51,70,89|. Procedure details: To a mixture of 5-(1-azidoethyl)-4-bromo-2-methyl-1,3-benzothiazole (0.100 g, 0.336 mmol) and (3-fluorophenyl)boronic acid (56.5 mg, 0.404 mmol) in 1,4-dioxane (2 mL) was added a 1 M solution of sodium carbonate in water (0.40 mL, 22 mmol) and tetrakis(triphenylphosphine)palladium(0) (19.4 mg, 0.0168 mmol). The reaction mixture was heated at 100° C. overnight. After cooling to room temperature, the mixture was diluted with ethyl acetate, washed with water and brine, dried over MgSO4, and then co...